From a dataset of the Open Reaction Database (ORD), a public repository of structured organic reaction records. describe an organic reaction: reactants, conditions, products, and yield The reactants are ice water, ClC=1C2=C(N=CN1)NC=C2I (4-chloro-5-iodo-7H-pyrrolo[2,3-d]pyrimidine), C1(CC1)CO (cyclopropylmethanol), C1=CC=C(C=C1)P(C2=CC=CC=C2)C3=CC=CC=C3 (PPh3), CC(C)OC(=O)/N=N/C(=O)OC(C)C (DIAD). Solvent: C1CCOC1 (THF). Reaction conditions: time 8 hour. The product is ClC=1C2=C(N=CN1)N(C=C2I)CC2CC2 (4-Chloro-7-cyclopropylmethyl-5-iodo-7H-pyrrolo[2,3-d]pyrimidine). Reaction SMILES: [Cl:1][C:2]1[C:3]2[C:10]([I:11])=[CH:9][NH:8][C:4]=2[N:5]=[CH:6][N:7]=1.[CH:12]1([CH2:15]O)[CH2:14][CH2:13]1.C1C=CC(P(C2C=CC=CC=2)C2C=CC=CC=2)=CC=1.CC(OC(/N=N/C(OC(C)C)=O)=O)C>C1COCC1>[Cl:1][C:2]1[C:3]2[C:10]([I:11])=[CH:9][N:8]([CH2:15][CH:12]3[CH2:14][CH2:13]3)[C:4]=2[N:5]=[CH:6][N:7]=1. Reported procedure: To a mixture of 4-chloro-5-iodo-7H-pyrrolo[2,3-d]pyrimidine (prepared according to: L. B. Townsend et al., J. Med. Chem. 1990, 33 (7), 1984-92) (419 mg, 1.50 mmol), cyclopropylmethanol (165 μL, 147 mg, 2.04 mmol), and PS—PPh3 (2.12 mmol/g; 1.41 g, 2.99 mmol) in dry THF (10 mL), cooled by ice/water, was added DIAD (440 μL, 452 mg, 2.23 mmol; 1.5 equiv.), then the cooling bath was removed and the mixture was vortexed overnight. The resin was filtered off and washed thoroughly with THF, and the fil... Reactants: COC1=C(C=CC(=C1)CNCCCNCCCCNCCCN)O.ClC1=NC(=CC(=N1)NC(C1=CC=C(C=C1)O)C(C)C)CC (dl-5 chloro-6-ethyl-4-(α-isopropyl-4-hydroxybenzyl)aminopyrimidine), [Na] (sodium), O (water), BrCCOCCBr (bromoethyl ether). Run in C(C)(=O)OCC (ethyl acetate), C1(=CC=CC=C1)C (toluene), CN(C=O)C (N,N-dimethylformamide). Run at temperature 80 celsius, time 8 hour. Yields the product COC1=C(C=CC(=C1)CNCCCNCCCCNCCCN)O.ClC1=NC(=CC(=N1)NC(C1=CC=C(C=C1)OCCOCC)CC)CC (dl-5 chloro-6-ethyl-4-[α-ethyl-4-(2-ethoxyethoxy)benzyl]aminopyrimidine). The yield is 45.9%. Reaction SMILES: [CH3:1][O:2][C:3]1[CH:8]=[C:7]([CH2:9][NH:10][CH2:11][CH2:12][CH2:13][NH:14][CH2:15][CH2:16][CH2:17][CH2:18][NH:19][CH2:20][CH2:21][CH2:22][NH2:23])[CH:6]=[CH:5][C:4]=1[OH:24].[Cl:25][C:26]1[N:31]=[C:30]([NH:32][CH:33]([CH:41]([CH3:43])C)[C:34]2[CH:39]=[CH:38][C:37]([OH:40])=[CH:36][CH:35]=2)[CH:29]=[C:28]([CH2:44][CH3:45])[N:27]=1.[Na].Br[CH2:48][CH2:49][O:50][CH2:51][CH2:52]Br.O>CN(C)C=O.C(OCC)(=O)C.C1(C)C=CC=CC=1>[CH3:1][O:2][C:3]1[CH:8]=[C:7]([CH2:9][NH:10][CH2:11][CH2:12][CH2:13][NH:14][CH2:15][CH2:16][CH2:17][CH2:18][NH:19][CH2:20][CH2:21][CH2:22][NH2:23])[CH:6]=[CH:5][C:4]=1[OH:24].[Cl:25][C:26]1[N:31]=[C:30]([NH:32][CH:33]([CH2:41][CH3:43])[C:34]2[CH:35]=[CH:36][C:37]([O:40][CH2:48][CH2:49][O:50][CH2:51][CH3:52])=[CH:38][CH:39]=2)[CH:29]=[C:28]([CH2:44][CH3:45])[N:27]=1 |f:0.1,8.9,^1:45|. Procedure: To a solution of 1.2 g of dl-5-chloro-6-ethyl-4-(α-isopropyl-4-hydroxybenzyl)aminopyrimidine.sodium salt dissolved in 30 ml of N,N-dimethylformamide was added 0.6 g of bromoethyl ether, and the mixture was stirred at 80° C. for 8 hours. After completion of the reaction, the reaction mixture was poured into water and the separated oily product was extracted with ethyl acetate. The extract was washed with water, dried with anhydrous sodium sulfate, and then ethyl acetate was distilled off under re... Starting materials: C1CCOC1, CC(C)(C)[O-], CI, [K+], O=C(Cc1ccccc1)c1ccccc1. Yields the product CC(C(=O)c1ccccc1)c1ccccc1. RXN SMILES: [CH2:24]1[O:25][CH2:26][CH2:27][CH2:28]1.[CH3:16][C:17]([CH3:18])([O-:19])[CH3:20].[CH3:22][I:23].[K+:21].[c:1]1([C:7](=[O:8])[CH2:9][c:10]2[cH:11][cH:12][cH:13][cH:14][cH:15]2)[cH:2][cH:3][cH:4][cH:5][cH:6]1>>[c:1]1([C:7](=[O:8])[CH:9]([c:10]2[cH:11][cH:12][cH:13][cH:14][cH:15]2)[CH3:16])[cH:2][cH:3][cH:4][cH:5][cH:6]1. Starting materials: FC1(C(NC(NC1O)=O)=O)C(=O)OCC (Ethyl 5-fluoro-6-hydroxy-1,2,3,4,5,6-hexahydro-2,4-dioxopyrimidine-5-carboxylate), C(C)(=O)OC(C)=O (acetic anhydride), C1(CCC1)=NO (cyclobutanone oxime). Solvent: CC(=O)C (acetone), N1=CC=CC=C1 (pyridine), N1=CC=CC=C1 (pyridine). Reaction conditions: temperature 60 celsius, time 8 hour. Product: FC1(C(NC(NC1ON=C1CCC1)=O)=O)C(=O)OCC (ethyl 5-fluoro-6-cyclobutylideneaminooxy-1,2,3,4,5,6-hexahydro-2,4-dioxopyrimidine-5-carboxylate). Isolated yield 55.5%. Reaction SMILES: [F:1][C:2]1([C:11]([O:13][CH2:14][CH3:15])=[O:12])[CH:7]([OH:8])[NH:6][C:5](=[O:9])[NH:4][C:3]1=[O:10].C(OC(=O)C)(=O)C.[C:23]1(=[N:27]O)[CH2:26][CH2:25][CH2:24]1>N1C=CC=CC=1.CC(C)=O>[F:1][C:2]1([C:11]([O:13][CH2:14][CH3:15])=[O:12])[CH:7]([O:8][N:27]=[C:23]2[CH2:26][CH2:25][CH2:24]2)[NH:6][C:5](=[O:9])[NH:4][C:3]1=[O:10]. Reported procedure: Ethyl 5-fluoro-6-hydroxy-1,2,3,4,5,6-hexahydro-2,4-dioxopyrimidine-5-carboxylate (6.60 g., 30 mmoles), acetic anhydride (3.27 g., 32 mmoles), pyridine (10 ml.) and acetone (10 ml.) were mixed and allowed to stand overnight at ordinary temperature (18°-23° C.). To this mixture were added cyclobutanone oxime (3.82 g., 45 mmoles) and pyridine (5 ml.) which was heated at 60° C. for 2 hours. Then, volatiles were removed under reduced pressure and the remaining mass was chromatographed on a column of ... Reactants: C1CCOC1, Cn1c(-c2cccnc2)c(CCCCCCCl)c2ccccc21, I, [Mg], O=C=O. Yields the product Cn1c(-c2cccnc2)c(CCCCCCC(=O)O)c2ccccc21. Reaction SMILES: [CH2:29]1[O:30][CH2:31][CH2:32][CH2:33]1.[Cl:1][CH2:2][CH2:3][CH2:4][CH2:5][CH2:6][CH2:7][c:8]1[c:9](-[c:18]2[cH:19][n:20][cH:21][cH:22][cH:23]2)[n:10]([CH3:17])[c:11]2[cH:12][cH:13][cH:14][cH:15][c:16]12.[I:25].[Mg:24].[O:26]=[C:27]=[O:28]>>[CH2:2]([CH2:3][CH2:4][CH2:5][CH2:6][CH2:7][c:8]1[c:9](-[c:18]2[cH:19][n:20][cH:21][cH:22][cH:23]2)[n:10]([CH3:17])[c:11]2[cH:12][cH:13][cH:14][cH:15][c:16]12)[C:27](=[O:26])[OH:28]. The reactants are C(C)OC1=CC=C(C=C1)C(C(=O)O)C(C)C (2-(4-ethoxyphenyl)isovaleric acid), BrN1C(CCC1=O)=O (N-bromosuccinimide), [Cl-].[Al+3].[Cl-].[Cl-] (aluminum chloride). Solvent: C(C)(=O)OCC (ethyl acetate), CCCCCC (n-hexane), C(Cl)(Cl)Cl (chloroform). Yields the product BrC=1C=C(C=CC1OCC)C(C(=O)O)C(C)C (2-(3-bromo-4-ethoxyphenyl)isovaleric acid). The yield is 59.0%. As a reaction SMILES: [CH2:1]([O:3][C:4]1[CH:9]=[CH:8][C:7]([CH:10]([CH:14]([CH3:16])[CH3:15])[C:11]([OH:13])=[O:12])=[CH:6][CH:5]=1)[CH3:2].[Br:17]N1C(=O)CCC1=O.[Cl-].[Al+3].[Cl-].[Cl-]>C(Cl)(Cl)Cl.C(OCC)(=O)C.CCCCCC>[Br:17][C:5]1[CH:6]=[C:7]([CH:10]([CH:14]([CH3:15])[CH3:16])[C:11]([OH:13])=[O:12])[CH:8]=[CH:9][C:4]=1[O:3][CH2:1][CH3:2] |f:2.3.4.5|. Procedure details: Into a solution of 0.15 g (0.67 mM) of 2-(4-ethoxyphenyl)isovaleric acid in 3 ml of chloroform, 0.24 g (1.35 mM) of N-bromosuccinimide was added, and the mixture was heated for 3 hours in the presence of a catalytic amount of anhydrous aluminum chloride under a reflux condition. The oily substance obtained by condensing the reaction mixture was subjected to silica gel column chromatography while using a 1:3 mixture of ethyl acetate and n-hexane as an eluent, thereby 0.12 g of 2-(3-bromo-4-ethoxy... Product: CCOC(=O)COc1ccc2c(c1)c(CC(=O)O)c(C)n2Cc1ccccc1. The reactants are CCOC(=O)CBr, C1CCOC1, CS(C)=O, Cl, Cc1c(CC(=O)O)c2cc(O)ccc2n1Cc1ccccc1. As a reaction SMILES: [Br:23][CH2:24][C:25](=[O:26])[O:27][CH2:28][CH3:29].[CH2:31]1[O:32][CH2:33][CH2:34][CH2:35]1.[CH3:36][S:37]([CH3:38])=[O:39].[ClH:30].[OH:1][c:2]1[cH:3][c:4]2[c:5]([CH2:19][C:20](=[O:21])[OH:22])[c:6]([CH3:18])[n:7]([CH2:11][c:12]3[cH:13][cH:14][cH:15][cH:16][cH:17]3)[c:8]2[cH:9][cH:10]1>>[O:1]([c:2]1[cH:3][c:4]2[c:5]([CH2:19][C:20](=[O:21])[OH:22])[c:6]([CH3:18])[n:7]([CH2:11][c:12]3[cH:13][cH:14][cH:15][cH:16][cH:17]3)[c:8]2[cH:9][cH:10]1)[CH2:24][C:25](=[O:26])[O:27][CH2:28][CH3:29].